This data is from the Open Reaction Database (ORD), a public repository of structured organic reaction records. The task is: describe an organic reaction: reactants, conditions, products, and yield The reactants are CCOCC, O=S(=O)(c1ccc(Cl)cc1)C(CCSCCO)c1cc(F)ccc1F, ClCCl, O=C(OO)c1cccc(Cl)c1. The product is O=S(CCO)CCC(c1cc(F)ccc1F)S(=O)(=O)c1ccc(Cl)cc1. Reaction SMILES: [CH3:40][CH2:41][O:42][CH2:43][CH3:44].[Cl:1][c:2]1[cH:3][cH:4][c:5]([S:8](=[O:9])(=[O:10])[CH:11]([CH2:12][CH2:13][S:14][CH2:15][CH2:16][OH:17])[c:18]2[c:19]([F:25])[cH:20][cH:21][c:22]([F:24])[cH:23]2)[cH:6][cH:7]1.[Cl:37][CH2:38][Cl:39].[OH:26][O:27][C:28]([c:29]1[cH:30][c:31]([Cl:32])[cH:33][cH:34][cH:35]1)=[O:36]>>[Cl:1][c:2]1[cH:3][cH:4][c:5]([S:8](=[O:9])(=[O:10])[CH:11]([CH2:12][CH2:13][S:14]([CH2:15][CH2:16][OH:17])=[O:26])[c:18]2[c:19]([F:25])[cH:20][cH:21][c:22]([F:24])[cH:23]2)[cH:6][cH:7]1. The reactants are FC=1C=C(CN2[C@@H](CN[C@H](C2)C)C)C=CC1 ((2R,5S)-1-(3-flourobenzyl)-2,5-dimethylpiperazine), N1N=NC2=C1C=CC=C2 (benzotriazole), Cl (hydrochloric acid), C(=O)C1=CC=C(C(=O)N(CC)CC)C=C1 (4-formyl-N, N-diethylbenzamide), N1N=NC2=C1C=CC=C2 (benzotriazole), [Si](C)(C)(C(C)(C)C)OC=1C=C(C=CC1)[Mg]Br (3-tert-butyldimethylsilyloxyphenylmagnesium bromide). The solvent is O1CCCC1 (tetrahydrofuran), O (water), C(C)(=O)OCC (ethyl acetate), C1(=CC=CC=C1)C (toluene), O1CCCC1 (tetrahydrofuran), O (water). The product is FC=1C=C(CN2[C@@H](CN[C@H](C2)C)C)C=CC1 ((2R,5S)-1-(3-fluorobenzyl)-2,5-dimethylpiperazine), FC=1C=C(CN2C[C@@H](N(C[C@H]2C)[C@H](C2=CC=C(C(=O)N(CC)CC)C=C2)C2=CC(=CC=C2)O)C)C=CC1 (4-[(R)-((2S,5R)-4-(3-fluorobenzyl)-2,5-dimethyl-1-piperazinyl)-(3-hydroxy-phenyl)-methyl]-N,N-diethylbenzamide). As a reaction SMILES: [CH:1]([C:3]1[CH:15]=[CH:14][C:6]([C:7]([N:9]([CH2:12][CH3:13])[CH2:10][CH3:11])=[O:8])=[CH:5][CH:4]=1)=O.N1C2C=CC=CC=2N=N1.[F:25][C:26]1[CH:27]=[C:28]([CH:38]=[CH:39][CH:40]=1)[CH2:29][N:30]1[CH2:35][C@H:34]([CH3:36])[NH:33][CH2:32][C@H:31]1[CH3:37].[Si]([O:48][C:49]1[CH:50]=[C:51]([Mg]Br)[CH:52]=[CH:53][CH:54]=1)(C(C)(C)C)(C)C.Cl>O1CCCC1.O.C(OCC)(=O)C.C1(C)C=CC=CC=1>[F:25][C:26]1[CH:27]=[C:28]([CH:38]=[CH:39][CH:40]=1)[CH2:29][N:30]1[CH2:35][C@H:34]([CH3:36])[NH:33][CH2:32][C@H:31]1[CH3:37].[F:25][C:26]1[CH:27]=[C:28]([CH:38]=[CH:39][CH:40]=1)[CH2:29][N:30]1[C@H:31]([CH3:37])[CH2:32][N:33]([C@@H:1]([C:53]2[CH:52]=[CH:51][CH:50]=[C:49]([OH:48])[CH:54]=2)[C:3]2[CH:15]=[CH:14][C:6]([C:7]([N:9]([CH2:12][CH3:13])[CH2:10][CH3:11])=[O:8])=[CH:5][CH:4]=2)[C@@H:34]([CH3:36])[CH2:35]1. Reported procedure: In a 3 L round bottom flask fitted with a condenser and Dean-Stark trap are combined 4-formyl-N, N-diethylbenzamide (20.53 g, 100 mmol), benzotriazole (11.91 g, 100 mmol), and (2R,5S)-1-(3-flourobenzyl)-2,5-dimethylpiperazine (22.23 g, 100 mmol, Chirotech Division of Dowpharma, The Dow Chemical Company, Cambridge, England) with 1000 mL of toluene. The reaction is heated to reflux under nitrogen until no additional water is observed in the trap (ca. 3 hours). The reaction is cooled to room temper... The reactants are COC(CC1=C(NC2=CC=C(C=C12)Cl)C(=O)C1=CC(=NO1)C(=O)OCC)=O (Methyl[5-chloro-2-[3-(ethoxycarbonyl)isoxazole-5-carbonyl]-1H-indol-3-yl]acetate), Cl (HCl). Solvent: C(C)(=O)O (acetic acid). Reaction conditions: temperature 110 celsius. Product: ClC=1C=C2C(=C(NC2=CC1)C(=O)C1=CC(=NO1)C(=O)O)CC(=O)O ([5-Chloro-2-[3-(carboxy)isoxazole-5-carbonyl]-1H-indol-3-yl]acetic Acid). The yield is 43.0%. As a reaction SMILES: C[O:2][C:3](=[O:27])[CH2:4][C:5]1[C:13]2[C:8](=[CH:9][CH:10]=[C:11]([Cl:14])[CH:12]=2)[NH:7][C:6]=1[C:15]([C:17]1[O:21][N:20]=[C:19]([C:22]([O:24]CC)=[O:23])[CH:18]=1)=[O:16].Cl>C(O)(=O)C>[Cl:14][C:11]1[CH:12]=[C:13]2[C:8](=[CH:9][CH:10]=1)[NH:7][C:6]([C:15]([C:17]1[O:21][N:20]=[C:19]([C:22]([OH:24])=[O:23])[CH:18]=1)=[O:16])=[C:5]2[CH2:4][C:3]([OH:27])=[O:2]. Reported procedure: To a solution of methyl[5-chloro-2-[3-(ethoxycarbonyl)isoxazole-5-carbonyl]-1H-indol-3-yl]acetate (Example 259, 314 mg, 0.80 mmol) in acetic acid (20 ml) was added 2N aqueous HCl (6.0 ml) and the mixture was heated at 110° C. for 5 h. The mixture was then cooled to room temperature and concentrated. The residual yellow solids were washed with ethyl acetate and recrystallized from ethyl acetate/hexane to afford 120 mg (43%) of the title compound as pale yellow solids. Starting materials: C(CCCCC)NC(C=CC(=O)O)=O (4-(Hexylamino)-4-oxo-2-butenoic acid), C(C)(=O)[O-].[Na+] (sodium acetate). The solvent is C(C)(=O)OC(C)=O (acetic anhydride). Run at temperature 110 celsius. Yields the product C(CCCCC)N1C(C=CC1=O)=O (1-Hexyl-1H-pyrrole-2,5-dione). Reaction SMILES: [CH2:1]([NH:7][C:8](=[O:14])[CH:9]=[CH:10][C:11]([OH:13])=O)[CH2:2][CH2:3][CH2:4][CH2:5][CH3:6].C([O-])(=O)C.[Na+]>C(OC(=O)C)(=O)C>[CH2:1]([N:7]1[C:8](=[O:14])[CH:9]=[CH:10][C:11]1=[O:13])[CH2:2][CH2:3][CH2:4][CH2:5][CH3:6] |f:1.2|. Procedure details: 4-(Hexylamino)-4-oxo-2-butenoic acid (Preparation 54, 75.8 g, 0.38 mol) was partially dissolved in acetic anhydride (1.5 l) and sodium acetate (125.6 g, 0.19 mol) was added in one portion. The reaction mixture was gradually heated to 110° C. for 4 h. Acetic anhydride was removed in vacuo and the title compound was obtained by vacuum distillation of the crude residue to give a colourless oil (49.8 g, 72%) which partially crystallised upon standing. Reactants: C12(CC3CC(CC(C1)C3)C2)CC(=O)Cl (1-Adamantaneacetyl chloride), NN1C(=NC2=C(C1=O)C(=C(S2)C)C)C (3-amino-2,5,6-trimethylthieno[2,3-d]pyrimidin-4(3H)-one). The product is C12(CC3CC(CC(C1)C3)C2)CC(=O)NN2C(=NC3=C(C2=O)C(=C(S3)C)C)C (2-(1-adamantyl)-N-(2,5,6-trimethyl-4-oxothieno[2,3-d]pyrimidin-3(4H)-yl)acetamide). Reaction SMILES: [C:1]12([CH2:11][C:12](Cl)=[O:13])[CH2:10][CH:5]3[CH2:6][CH:7]([CH2:9][CH:3]([CH2:4]3)[CH2:2]1)[CH2:8]2.[NH2:15][N:16]1[C:21](=[O:22])[C:20]2[C:23]([CH3:27])=[C:24]([CH3:26])[S:25][C:19]=2[N:18]=[C:17]1[CH3:28]>>[C:1]12([CH2:11][C:12]([NH:15][N:16]3[C:21](=[O:22])[C:20]4[C:23]([CH3:27])=[C:24]([CH3:26])[S:25][C:19]=4[N:18]=[C:17]3[CH3:28])=[O:13])[CH2:10][CH:5]3[CH2:6][CH:7]([CH2:9][CH:3]([CH2:4]3)[CH2:2]1)[CH2:8]2. Reported procedure: 1-Adamantaneacetyl chloride and 3-amino-2,5,6-trimethylthieno[2,3-d]pyrimidin-4(3H)-one (Matrix) were processed using the method described in Example 42C to afford the title compound. 1H NMR (300 MHz, DMSO-d6) δ ppm 1.55-1.77 (m, 12 H) 1.91-1.98 (m, 3 H) 2.08 (d, J=12.0 Hz, 1 H) 2.15 (d, J=12.0 Hz, 1 H) 2.35 (s, 3 H) 2.36 (s, 6 H) 10.76 (s, 1H); MS (ESI+) m/z 386 (M+H)+. Starting materials: C1(CC1)C1=NC2=C(N1C)C=C(C=C2)N2C(C=C(C=C2)O)=O (1-(2-cyclopropyl-1-methyl-1H-benzimidazol-6-yl)-4-hydroxypyridin-2(1H)-one), FC(C=1N=C(SC1)CO)(F)F ((4-(trifluoromethyl)-1,3-thiazol-2-yl)methanol), C1(=CC=CC=C1)P(C1=CC=CC=C1)C1=CC=CC=C1 (triphenylphosphine), N(=NC(=O)OCCOC)C(=O)OCCOC (bis(2-methoxyethyl) azodicarboxylate). Run in C1CCOC1 (THF), O (water). Conditions: time 3 hour. Yields the product C1(CC1)C1=NC2=C(N1C)C=C(C=C2)N2C(C=C(C=C2)OCC=2SC=C(N2)C(F)(F)F)=O (1-(2-Cyclopropyl-1-methyl-1H-benzimidazol-6-yl)-4-((4-(trifluoromethyl)-1,3-thiazol-2-yl)methoxy)pyridin-2(1H)-one). The yield is 33.4%. Reaction SMILES: [CH:1]1([C:4]2[N:8]([CH3:9])[C:7]3[CH:10]=[C:11]([N:14]4[CH:19]=[CH:18][C:17]([OH:20])=[CH:16][C:15]4=[O:21])[CH:12]=[CH:13][C:6]=3[N:5]=2)[CH2:3][CH2:2]1.[F:22][C:23]([F:32])([F:31])[C:24]1[N:25]=[C:26]([CH2:29]O)[S:27][CH:28]=1.C1(P(C2C=CC=CC=2)C2C=CC=CC=2)C=CC=CC=1.N(C(OCCOC)=O)=NC(OCCOC)=O>C1COCC1.O>[CH:1]1([C:4]2[N:8]([CH3:9])[C:7]3[CH:10]=[C:11]([N:14]4[CH:19]=[CH:18][C:17]([O:20][CH2:29][C:26]5[S:27][CH:28]=[C:24]([C:23]([F:32])([F:31])[F:22])[N:25]=5)=[CH:16][C:15]4=[O:21])[CH:12]=[CH:13][C:6]=3[N:5]=2)[CH2:2][CH2:3]1. Reported procedure: To a solution of 1-(2-cyclopropyl-1-methyl-1H-benzimidazol-6-yl)-4-hydroxypyridin-2(1H)-one (50 mg), (4-(trifluoromethyl)-1,3-thiazol-2-yl)methanol (65.1 mg) and triphenylphosphine (140 mg) in THF (5 ml) was added bis(2-methoxyethyl) azodicarboxylate (125 mg), and the mixture was stirred at room temperature for 3 h. The mixture was poured into water and extracted with EtOAc. The extract was washed with brine, dried over MgSO4, concentrated and purified by silica gel column chromatography (hexane... The reactants are COC=1C=C2C(=CC=NC2=CC1OC)OC1=CC=C(C=C1)N (6,7-Dimethoxy-4-(4-aminophenoxy)quinoline), C(O)([O-])=O.[Na+] (sodium hydrogen carbonate), ClC(Cl)(OC(OC(Cl)(Cl)Cl)=O)Cl (triphosgene), CNC1=CC=CC=C1 (N-Methylaniline). The solvent is C1(=CC=CC=C1)C (toluene). The product is CN(C(=O)NC1=CC=C(C=C1)OC1=CC=NC2=CC(=C(C=C12)OC)OC)C1=CC=CC=C1 (N-Methyl-N-phenyl-N'-{4-[(6,7-dimethoxy-4-quinolyl)oxy]phenyl}urea). Yield: 46.0%. As a reaction SMILES: [CH3:1][O:2][C:3]1[CH:4]=[C:5]2[C:10](=[CH:11][C:12]=1[O:13][CH3:14])[N:9]=[CH:8][CH:7]=[C:6]2[O:15][C:16]1[CH:21]=[CH:20][C:19]([NH2:22])=[CH:18][CH:17]=1.ClC(Cl)(O[C:27](=[O:33])OC(Cl)(Cl)Cl)Cl.[CH3:35][NH:36][C:37]1[CH:42]=[CH:41][CH:40]=[CH:39][CH:38]=1.C(=O)([O-])O.[Na+]>C1(C)C=CC=CC=1>[CH3:35][N:36]([C:37]1[CH:42]=[CH:41][CH:40]=[CH:39][CH:38]=1)[C:27]([NH:22][C:19]1[CH:18]=[CH:17][C:16]([O:15][C:6]2[C:5]3[C:10](=[CH:11][C:12]([O:13][CH3:14])=[C:3]([O:2][CH3:1])[CH:4]=3)[N:9]=[CH:8][CH:7]=2)=[CH:21][CH:20]=1)=[O:33] |f:3.4|. Reported procedure: 6,7-Dimethoxy-4-(4-aminophenoxy)quinoline (72 mg) was suspended in toluene (7 ml), triphosgene (52 mg) was added, and the admixture was refluxed with heat for 3 hours. N-Methylaniline (0.05 ml) was added to the reaction mixture, and the admixture was refluxed for 1 hour with heat. After the addition of aqueous sodium hydrogen carbonate, the reaction mixture was extracted 2 times with ethyl acetate, and the organic layer was then washed with brine and dried with anhydrous sodium sulfate. The solv... Starting materials: CCO, COC(=O)c1cc(OC)cc(OC)c1F, [Na+], [OH-]. Yields the product COc1cc(OC)c(F)c(C(=O)O)c1. RXN SMILES: [CH3:18][CH2:19][OH:20].[CH3:1][O:2][C:3]([c:4]1[c:5]([F:14])[c:6]([O:12][CH3:13])[cH:7][c:8]([O:10][CH3:11])[cH:9]1)=[O:15].[Na+:17].[OH-:16]>>[O:2]=[C:3]([c:4]1[c:5]([F:14])[c:6]([O:12][CH3:13])[cH:7][c:8]([O:10][CH3:11])[cH:9]1)[OH:15].